Task: describe an organic reaction: reactants, conditions, products, and yield. Dataset: the Open Reaction Database (ORD), a public repository of structured organic reaction records Starting materials: Cc1ccc(S(=O)(=O)N2CCC3(C=Cc4ccccc43)CC2)cc1, CCO. Yields the product Cc1ccc(S(=O)(=O)N2CCC3(CCc4ccccc43)CC2)cc1. RXN SMILES: [CH3:1][c:2]1[cH:3][cH:4][c:5]([S:8](=[O:9])(=[O:10])[N:11]2[CH2:12][CH2:13][C:14]3([CH:15]=[CH:16][c:17]4[cH:18][cH:19][cH:20][cH:21][c:22]43)[CH2:23][CH2:24]2)[cH:6][cH:7]1.[CH3:25][CH2:26][OH:27]>>[CH3:1][c:2]1[cH:3][cH:4][c:5]([S:8](=[O:9])(=[O:10])[N:11]2[CH2:12][CH2:13][C:14]3([CH2:15][CH2:16][c:17]4[cH:18][cH:19][cH:20][cH:21][c:22]43)[CH2:23][CH2:24]2)[cH:6][cH:7]1. Starting materials: II (iodine), [I-].[K+] (potassium iodide), CN1C(=CC2=CC=CC=C12)C (1,2-dimethylindole), CN1C(NCC1)=S (1-methyl-2-imidazolidinethione). The solvent is O (water), CO (methanol), CO (methanol). Conditions: time 2 hour. Yields the product I.CN1C(=C(C2=CC=CC=C12)SC=1N(CCN1)C)C (1,2-dimethyl-3-(1-methyl-2-imidazolin-2-ylthio)-indole hydriodide). As a reaction SMILES: [I:1]I.[I-].[K+].[CH3:5][N:6]1[C:14]2[C:9](=[CH:10][CH:11]=[CH:12][CH:13]=2)[CH:8]=[C:7]1[CH3:15].[CH3:16][N:17]1[CH2:21][CH2:20][NH:19][C:18]1=[S:22]>O.CO>[IH:1].[CH3:5][N:6]1[C:14]2[C:9](=[CH:10][CH:11]=[CH:12][CH:13]=2)[C:8]([S:22][C:18]2[N:17]([CH3:16])[CH2:21][CH2:20][N:19]=2)=[C:7]1[CH3:15] |f:1.2,7.8|. Reported procedure: A solution of 12.7 g of iodine and 25 g of potassium iodide in 100 ml of water is added dropwise to a mixture of 7.25 g of 1,2-dimethylindole in 60 ml methanol and 5.8 g of 1-methyl-2-imidazolidinethione in 100 ml methanol. The reaction mixture is stirred for 2 hours at room temperature. The crystalline precipitate formed was filtered and recrystallized from a mixture of methanol, ethyl acetate and ether to yield 1,2-dimethyl-3-(1-methyl-2-imidazolin-2-ylthio)-indole hydriodide which melts at 25... Reactants: C(CC)[C@@H]1CC[C@H](CC1)C1=CC=C(C=C1)C=C(F)F (trans-4-propyl-[4-(2,2-difluoro-1-ethenyl)phenyl]cyclohexane), [H-].COCCO[Al+]OCCOC.[Na+].[H-] (sodium bis(2-methoxyethoxy)aluminum hydride), C1=CC=CC=C1 (benzene). The solvent is ice water, C1(=CC=CC=C1)C (toluene). Run at temperature 0 celsius. Product: F/C=C/C1=CC=C(C=C1)[C@@H]1CC[C@H](CC1)CCC (trans-1-[4-(E-2-fluoro-1-ethenyl)phenyl]-4-propylcyclohexane). As a reaction SMILES: [CH2:1]([C@H:4]1[CH2:9][CH2:8][C@H:7]([C:10]2[CH:15]=[CH:14][C:13]([CH:16]=[C:17](F)[F:18])=[CH:12][CH:11]=2)[CH2:6][CH2:5]1)[CH2:2][CH3:3].C1C=CC=CC=1.[H-].COCCO[Al+]OCCOC.[Na+].[H-]>C1(C)C=CC=CC=1>[F:18]/[CH:17]=[CH:16]/[C:13]1[CH:14]=[CH:15][C:10]([C@H:7]2[CH2:8][CH2:9][C@H:4]([CH2:1][CH2:2][CH3:3])[CH2:5][CH2:6]2)=[CH:11][CH:12]=1 |f:2.3.4.5|. Procedure details: To trans-4-propyl-[4-(2,2-difluoro-1-ethenyl)phenyl]cyclohexane (23.4 g, 0.089 mol) were gradually added benzene (50 ml) and a 70 wt. % toluene solution of sodium bis(2-methoxyethoxy)aluminum hydride (50 ml) at a reaction temperature of -5° C. or lower with stirring, followed by gradually raising the reaction temperature up to 0° C. over 20 minutes, pouring the reaction solution in ice water (500 ml), extracting the resulting product with toluene (300 ml), twice washing with 6N-HCl (300 ml), fur... Reactants: CC1=CC=C(C=C1)S(=O)(=O)OC[C@@H]1OC2=C(C=CC=3N=C(OC32)C)OC1 ((8R)-2-Methyl-7,8-dihydro[1,4]dioxino[2,3-g][1,3]benzoxazol-8-ylmethyl 4-methylbenzenesulfonate), C(\C=C\C(=O)O)(=O)O (fumaric acid), FC(C=1C=C(C=CC1)C=1CCNCC1)(F)F (4-(3-trifluoromethyl-phenyl)-1,2,3,6-tetrahydro-pyridine), C1CCOC1 (THF). Run in CN(C)C=O (DMF), C(C)O (ethanol). Yields the product CC1=NC=2C(=C3OC(COC3=CC2)CN2CCC(=CC2)C2=CC=CC=C2)O1 (2-Methyl-8-{[4-phenyl-3,6-dihydro-1(2H)-pyridinyl]methyl}-7,8-dihydro-1,6,9-trioxa-3-aza-cyclopenta[a]naphthalene). Isolated yield 20.1%. As a reaction SMILES: CC1C=CC(S(O[CH2:12][C@H:13]2[CH2:26][O:25][C:16]3[CH:17]=[CH:18][C:19]4[N:20]=[C:21]([CH3:24])[O:22][C:23]=4[C:15]=3[O:14]2)(=O)=O)=CC=1.FC(F)(F)[C:29]1[CH:30]=[C:31]([C:35]2[CH2:36][CH2:37][NH:38][CH2:39][CH:40]=2)[CH:32]=[CH:33][CH:34]=1.C1COCC1.C(O)(=O)/C=C/C(O)=O>CN(C=O)C.C(O)C>[CH3:24][C:21]1[O:22][C:23]2=[C:15]3[C:16](=[CH:17][CH:18]=[C:19]2[N:20]=1)[O:25][CH2:26][CH:13]([CH2:12][N:38]1[CH2:37][CH:36]=[C:35]([C:31]2[CH:32]=[CH:33][CH:34]=[CH:29][CH:30]=2)[CH2:40][CH2:39]1)[O:14]3. Procedure details: (8R)-2-Methyl-7,8-dihydro[1,4]dioxino[2,3-g][1,3]benzoxazol-8-ylmethyl 4-methylbenzenesulfonate (0.40 g, 1.1 mmole) and 4-(3-trifluoromethyl-phenyl)-1,2,3,6-tetrahydro-pyridine (0.35 g, 1.54 mmole) were combined in 5 mL of DMF and 5 ml of THF under nitrogen. This solution was refluxed under nitrogen for overnight. After completion, the reaction was cooled to room temperature and partitioned between ethyl acetate and saturated aqueous sodium bicarbonate. The organic phase was washed with brine, d... Reaction SMILES: [Br:1][CH2:2][c:3]1[n:4][c:5]2[cH:6][cH:7][cH:8][c:9]([Cl:20])[c:10]2[n:11][c:12]1-[c:13]1[cH:14][c:15]([F:19])[cH:16][cH:17][cH:18]1.[CH3:32][CH2:33][O:34][C:35]([CH3:36])=[O:37].[I+3:21]([O-:22])([O-:23])([O-:24])[O-:25].[Na+:26].[O:27]=[CH:28][N:29]([CH3:30])[CH3:31]>>[CH:2]([c:3]1[n:4][c:5]2[cH:6][cH:7][cH:8][c:9]([Cl:20])[c:10]2[n:11][c:12]1-[c:13]1[cH:14][c:15]([F:19])[cH:16][cH:17][cH:18]1)=[O:22]. Reactants: Fc1cccc(-c2nc3c(Cl)cccc3nc2CBr)c1, CCOC(C)=O, [O-][I+3]([O-])([O-])[O-], [Na+], CN(C)C=O. Product: O=Cc1nc2cccc(Cl)c2nc1-c1cccc(F)c1. Reactants: N1=CNC2=C1C=CC=C2 (benzimidazole), [H-].[Na+] (NaH), C(C)SC1=NC(=CC(=N1)Cl)CCC (2-ethylthio4-chloro-6-propylpyrimidine). Run in CN(C)C=O (DMF), CN(C)C=O (DMF). Reaction conditions: time 1 hour. Yields the product C(C)SC1=NC(=CC(=N1)N1C=NC2=C1C=CC=C2)CCC (2-Ethylthio-4-[benzimidazol-1-yl]-6-propylpyrimidine). Reaction SMILES: [H-].[Na+].[N:3]1[C:7]2[CH:8]=[CH:9][CH:10]=[CH:11][C:6]=2[NH:5][CH:4]=1.[CH2:12]([S:14][C:15]1[N:20]=[C:19](Cl)[CH:18]=[C:17]([CH2:22][CH2:23][CH3:24])[N:16]=1)[CH3:13]>CN(C=O)C>[CH2:12]([S:14][C:15]1[N:20]=[C:19]([N:3]2[C:7]3[CH:8]=[CH:9][CH:10]=[CH:11][C:6]=3[N:5]=[CH:4]2)[CH:18]=[C:17]([CH2:22][CH2:23][CH3:24])[N:16]=1)[CH3:13] |f:0.1|. Procedure details: To a suspension of NaH (76 mg) in DMF (2 mL) was added benzimidazole, and this was followed by addition of 2-ethylthio4-chloro-6-propylpyrimidine dissolved in DMF (3 mL). The reaction mixture was then placed in a 100° C. oil bath. After 1 h, the reaction was cooled to room temperature, quenched with 5 mL of water and extracted with ethyl acetate. The organic layer was washed with saturated NaCl and dried (anhydrous Na2SO4). Removal of solvent followed by purification on silica gel column (9% ace...